This data is from the Open Reaction Database (ORD), a public repository of structured organic reaction records. The task is: describe an organic reaction: reactants, conditions, products, and yield Starting materials: CC(=O)OC(C)=O, ClCCl, O=[N+]([O-])c1cccc2c1CNCCN2, O. Yields the product CC(=O)N1CCNc2cccc([N+](=O)[O-])c2C1. RXN SMILES: [CH3:15][C:16](=[O:17])[O:18][C:19](=[O:20])[CH3:21].[Cl:23][CH2:24][Cl:25].[N+:1](=[O:2])([O-:3])[c:4]1[cH:5][cH:6][cH:7][c:8]2[c:14]1[CH2:13][NH:12][CH2:11][CH2:10][NH:9]2.[OH2:22]>>[N+:1](=[O:2])([O-:3])[c:4]1[cH:5][cH:6][cH:7][c:8]2[c:14]1[CH2:13][N:12]([C:16]([CH3:15])=[O:17])[CH2:11][CH2:10][NH:9]2. Reactants: [OH-].[K+] (potassium hydroxide), ClC1=C(C=CC(=C1)Cl)\C=C(/C(C(C)(C)C)C(C(=O)[O-])OC1CC(CCC1C(C)C)C)\N1N=CN=C1 ((-)-[(E)-1-(2,4-dichlorphenyl)-2-(1,2,4-triazol-1-yl)-4,4-dimethyl-1-penten-3-yl]-(-)-menthoxyacetate), ice water. Run in C(C)O (ethanol). Reaction conditions: temperature 25 celsius, time 1 hour. Product: ClC1=C(C=CC(=C1)Cl)\C=C(/C(C(C)(C)C)O)\N1N=CN=C1 ((-)-(E)-1-(2,4-dichlorophenyl)-2-(1,2,4-triazol-1-yl)-4,4-dimethyl-1-penten-3-ol). Yield: 79.9%. RXN SMILES: [Cl:1][C:2]1[CH:7]=[C:6]([Cl:8])[CH:5]=[CH:4][C:3]=1/[CH:9]=[C:10](/[N:31]1[CH:35]=[N:34][CH:33]=[N:32]1)\[CH:11](C(OC1C(C(C)C)CCC(C)C1)C([O-])=O)[C:12]([CH3:15])([CH3:14])[CH3:13].[OH-:36].[K+]>C(O)C>[Cl:1][C:2]1[CH:7]=[C:6]([Cl:8])[CH:5]=[CH:4][C:3]=1/[CH:9]=[C:10](/[N:31]1[CH:35]=[N:34][CH:33]=[N:32]1)\[CH:11]([OH:36])[C:12]([CH3:15])([CH3:14])[CH3:13] |f:1.2|. Reported procedure: A mixture of 1.6 g of (-)-[(E)-1-(2,4-dichlorphenyl)-2-(1,2,4-triazol-1-yl)-4,4-dimethyl-1-penten-3-yl]-(-)-menthoxyacetate and 30 cc of a 95% aqueous ethanol solution containing 0.2 g of potassium hydroxide was stirred at 25° C. for one hour. The reaction mixture was poured into 200 cc of ice water and extracted with 300 cc of ethyl acetate. The organic layer was dried over anhydrous sodium sulfate and concentrated in vacuo. The resulting crude crystals were recrystallized from a carbon tetrach...